Dataset: the Open Reaction Database (ORD), a public repository of structured organic reaction records. Task: describe an organic reaction: reactants, conditions, products, and yield The reactants are CN(C=O)C (Dimethylformamide), P(=O)(Cl)(Cl)Cl (phosphorus oxychloride), C(CCCC)N1C2=CC=CC=C2C=2C=CC=CC12 (9-Pentylcarbazole). The solvent is O (water). Reaction conditions: time 1.5 hour. Yields the product C(CCCC)N1C2=CC=CC=C2C=2C=C(C=CC12)C=O (9-pentyl-3-carbazolecarboxaldehyde). As a reaction SMILES: CN(C)[CH:3]=[O:4].P(Cl)(Cl)(Cl)=O.[CH2:11]([N:16]1[C:28]2[CH:27]=[CH:26][CH:25]=[CH:24][C:23]=2[C:22]2[C:17]1=[CH:18][CH:19]=[CH:20][CH:21]=2)[CH2:12][CH2:13][CH2:14][CH3:15]>O>[CH2:11]([N:16]1[C:17]2[CH:18]=[CH:19][C:20]([CH:3]=[O:4])=[CH:21][C:22]=2[C:23]2[C:28]1=[CH:27][CH:26]=[CH:25][CH:24]=2)[CH2:12][CH2:13][CH2:14][CH3:15]. Reported procedure: Dimethylformamide (100 mL) is stirred and cooled in an ice bath while phosphorus oxychloride (35 mL, 58 g, 0.38 mol) is gradually added. 9-Pentylcarbazole (52 g, 0.22 mol) is introduced and the resulting mixture is heated on a steam bath with stirring for 1.5 hours. The entire mixture is cooled and added to water (200 mL) and the crude product is filtered off at the pump, washed with water (200 mL). The crude product is recrystallized to form 9-pentyl-3-carbazolecarboxaldehyde. Starting materials: Br, O=C(O)CCc1ccccc1, COCCn1c(=N)sc2ccccc21. Yields the product COCCn1c(=NC(=O)CCc2ccccc2)sc2ccccc21. As a reaction SMILES: [BrH:1].[C:16]([CH2:17][CH2:18][c:19]1[cH:20][cH:21][cH:22][cH:23][cH:24]1)(=[O:25])[OH:26].[CH3:2][O:3][CH2:4][CH2:5][n:6]1[c:7](=[NH:15])[s:8][c:9]2[c:10]1[cH:11][cH:12][cH:13][cH:14]2>>[CH3:2][O:3][CH2:4][CH2:5][n:6]1[c:7](=[N:15][C:16]([CH2:17][CH2:18][c:19]2[cH:20][cH:21][cH:22][cH:23][cH:24]2)=[O:25])[s:8][c:9]2[c:10]1[cH:11][cH:12][cH:13][cH:14]2. The reactants are CC(=O)CC(C)=O, Cc1ccccc1, Nc1ccccc1, O, Cc1ccc(S(=O)(=O)O)cc1. Yields the product CC(=O)C=C(C)Nc1ccccc1. Reaction SMILES: [CH3:1][C:2]([CH2:3][C:4]([CH3:5])=[O:6])=[O:7].[CH3:27][c:28]1[cH:29][cH:30][cH:31][cH:32][cH:33]1.[NH2:8][c:9]1[cH:10][cH:11][cH:12][cH:13][cH:14]1.[OH2:15].[c:16]1([CH3:17])[cH:18][cH:19][c:20]([S:21]([OH:22])(=[O:23])=[O:24])[cH:25][cH:26]1>>[CH3:1][C:2](=[CH:3][C:4]([CH3:5])=[O:6])[NH:8][c:9]1[cH:10][cH:11][cH:12][cH:13][cH:14]1. The reactants are O=C(c1ncc[nH]1)c1ncc[nH]1, O=C([O-])O, [Cl-], O=C(O)c1ccc2[nH]c(-c3ccc(C4(c5ccc(Cl)cc5)OCCO4)cc3)nc2c1, [NH4+], [NH4+], CN(C)C=O, NC(=O)c1ccc2[nH]c(-c3ccc(C4(c5ccccc5)OCCO4)cc3)nc2c1. Yields the product NC(=O)c1ccc2[nH]c(-c3ccc(C4(c5ccc(Cl)cc5)OCCO4)cc3)nc2c1. Reaction SMILES: [C:60]([c:61]1[nH:62][cH:63][cH:64][n:65]1)([c:66]1[nH:67][cH:68][cH:69][n:70]1)=[O:71].[C:72](=[O:73])([OH:74])[O-:75].[Cl-:77].[Cl:30][c:31]1[cH:32][cH:33][c:34]([C:35]2([c:36]3[cH:37][cH:38][c:39](-[c:40]4[nH:41][c:42]5[cH:43][cH:44][c:45]([C:46]([OH:47])=[O:48])[cH:49][c:50]5[n:51]4)[cH:52][cH:53]3)[O:54][CH2:55][CH2:56][O:57]2)[cH:58][cH:59]1.[NH4+:76].[NH4+:78].[O:79]=[CH:80][N:81]([CH3:82])[CH3:83].[c:1]1([C:7]2([c:12]3[cH:13][cH:14][c:15](-[c:18]4[n:19][c:20]5[c:21]([nH:22]4)[cH:23][cH:24][c:25]([C:27](=[O:28])[NH2:29])[cH:26]5)[cH:16][cH:17]3)[O:8][CH2:9][CH2:10][O:11]2)[cH:2][cH:3][cH:4][cH:5][cH:6]1>>[c:1]1([C:7]2([c:12]3[cH:13][cH:14][c:15](-[c:18]4[n:19][c:20]5[c:21]([nH:22]4)[cH:23][cH:24][c:25]([C:27](=[O:28])[NH2:29])[cH:26]5)[cH:16][cH:17]3)[O:8][CH2:9][CH2:10][O:11]2)[cH:2][cH:3][c:4]([Cl:30])[cH:5][cH:6]1. The reactants are ClC1=CC2=C(N(C(N2)=O)C2CCN(CC2)CCCN2C(NC3=C2C=CC=C3)=O)C=C1 (5-chloro-1-{1-[3-(1,3-dihydro-2-oxo-2H-benzimidazol-1-yl)propyl]-4-piperidinyl}-1,3-dihydro-2H-benzimidazol-2-one), OC(C(=O)O)C(C(=O)O)O ((±)-2,3-dihydroxy-1,4-butanedioic acid). Solvent: C(C)O (ethanol), C(C)O (ethanol). Yields the product C(C)[O-].OC(C(=O)[O-])C(C(=O)[O-])O.ClC1=CC2=C(N(C(N2)=O)C2CCN(CC2)CCCN2C(NC3=C2C=CC=C3)=O)C=C1 ((±)-5-chloro-1-{1-[3-(1,3-dihydro-2-oxo-2H-benzimidazol-1-yl)propyl]-4-piperidinyl}-1,3-dihydro-2H-benzimidazol-2-one 2,3-dihydroxybutanedioate ethanolate). RXN SMILES: [Cl:1][C:2]1[CH:30]=[CH:29][C:5]2[N:6]([CH:10]3[CH2:15][CH2:14][N:13]([CH2:16][CH2:17][CH2:18][N:19]4[C:23]5[CH:24]=[CH:25][CH:26]=[CH:27][C:22]=5[NH:21][C:20]4=[O:28])[CH2:12][CH2:11]3)[C:7](=[O:9])[NH:8][C:4]=2[CH:3]=1.[OH:31][CH:32]([CH:36]([OH:40])[C:37]([OH:39])=[O:38])[C:33]([OH:35])=[O:34]>C(O)C>[CH2:32]([O-:31])[CH3:33].[OH:31][CH:32]([CH:36]([OH:40])[C:37]([O-:39])=[O:38])[C:33]([O-:35])=[O:34].[Cl:1][C:2]1[CH:30]=[CH:29][C:5]2[N:6]([CH:10]3[CH2:15][CH2:14][N:13]([CH2:16][CH2:17][CH2:18][N:19]4[C:23]5[CH:24]=[CH:25][CH:26]=[CH:27][C:22]=5[NH:21][C:20]4=[O:28])[CH2:12][CH2:11]3)[C:7](=[O:9])[NH:8][C:4]=2[CH:3]=1 |f:3.4.5|. Reported procedure: To a stirred solution of 1 part of 5-chloro-1-{1-[3-(1,3-dihydro-2-oxo-2H-benzimidazol-1-yl)propyl]-4-piperidinyl}-1,3-dihydro-2H-benzimidazol-2-one in 32 parts of ethanol is added a solution of 0.35 parts of (±)-2,3-dihydroxy-1,4-butanedioic acid in 8 parts of ethanol. Upon stirring, the product is allowed to crystallize. It is filtered off and dried, yielding 1 part of (±)-5-chloro-1-{1-[3-(1,3-dihydro-2-oxo-2H-benzimidazol-1-yl)propyl]-4-piperidinyl}-1,3-dihydro-2H-benzimidazol-2-one 2,3-dihy... Reported procedure: Preparation according to Example 5 using [(2R)-5-chloro-7-(methylsulfonyl)-2,3-dihydro-1,4-benzodioxin-2-yl]methyl 4-methylbenzenesulfonate (0.47 g, 1.09 mmol), ethanamine (1 ml, 70% in water) and ACN (7 ml). Yield: 0.278 g, 83%. The amine was converted to the hydrochloric acid salt and crystallized from MeOH/Et2O. M.p. 267° C. MS m/z (rel. intensity, 70 eV) 305 (M+, 4), 63 (3), 59 (4), 58 (bp), 56 (5). [α]=−62° (MeOH). Product: ClC1=CC(=CC=2O[C@H](COC21)CNCC)S(=O)(=O)C (N-{[(2S)-5-CHLORO-7-(METHYLSULFONYL)-2,3-DIHYDRO-1,4-BENZODIOXIN-2-YL]METHYL}ETHANAMINE). Solvent: C(C)#N (ACN). Reaction SMILES: CC1C=CC(S(O[CH2:12][C@@H:13]2[O:18][C:17]3[CH:19]=[C:20]([S:24]([CH3:27])(=[O:26])=[O:25])[CH:21]=[C:22]([Cl:23])[C:16]=3[O:15][CH2:14]2)(=O)=O)=CC=1.[CH2:28]([NH2:30])[CH3:29].Cl>C(#N)C>[Cl:23][C:22]1[C:16]2[O:15][CH2:14][C@H:13]([CH2:12][NH:30][CH2:28][CH3:29])[O:18][C:17]=2[CH:19]=[C:20]([S:24]([CH3:27])(=[O:25])=[O:26])[CH:21]=1. The reactants are CC1=CC=C(C=C1)S(=O)(=O)OC[C@H]1COC2=C(O1)C=C(C=C2Cl)S(=O)(=O)C ([(2R)-5-chloro-7-(methylsulfonyl)-2,3-dihydro-1,4-benzodioxin-2-yl]methyl 4-methylbenzenesulfonate), Cl (hydrochloric acid), C(C)N (ethanamine), amine. Yield: 43.0%. Conditions: time 2 hour. The reactants are ICCCN1C(N(C2=C1C=CC=C2)C)=O (1,3-dihydro-1-(3-iodopropyl)-3-methyl-2H-benzimidazol-2-one), ClC1=CC2=C(N(C(N2)=O)C2CCNCC2)C=C1 (5-chloro-1,3-dihydro-1-(4-piperidinyl)-2H-benzimidazol-2-one), C([O-])([O-])=O.[Na+].[Na+] (sodium carbonate). As a reaction SMILES: I[CH2:2][CH2:3][CH2:4][N:5]1[C:9]2[CH:10]=[CH:11][CH:12]=[CH:13][C:8]=2[N:7]([CH3:14])[C:6]1=[O:15].[Cl:16][C:17]1[CH:32]=[CH:31][C:20]2[N:21]([CH:25]3[CH2:30][CH2:29][NH:28][CH2:27][CH2:26]3)[C:22](=[O:24])[NH:23][C:19]=2[CH:18]=1.C(=O)([O-])[O-].[Na+].[Na+]>CN(C)C=O>[Cl:16][C:17]1[CH:32]=[CH:31][C:20]2[N:21]([CH:25]3[CH2:26][CH2:27][N:28]([CH2:2][CH2:3][CH2:4][N:5]4[C:9]5[CH:10]=[CH:11][CH:12]=[CH:13][C:8]=5[N:7]([CH3:14])[C:6]4=[O:15])[CH2:29][CH2:30]3)[C:22](=[O:24])[NH:23][C:19]=2[CH:18]=1 |f:2.3.4|. Solvent: CN(C=O)C (N,N-dimethylformamide). Reported procedure: A mixture of 5 parts of 1,3-dihydro-1-(3-iodopropyl)-3-methyl-2H-benzimidazol-2-one, 3.75 parts of 5-chloro-1,3-dihydro-1-(4-piperidinyl)-2H-benzimidazol-2-one, 2,65 parts of sodium carbonate and 22.5 parts of N,N-dimethylformamide is stirred at 70°-80° C. for 2 hours. The reaction mixture is cooled, poured onto water and the precipitated product is filtered off. It is dissolved in trichloromethane. The solution is dried, filtered and evaporated. The residue is crystallized from 4-methyl-2-penta... Yields the product ClC1=CC2=C(N(C(N2)=O)C2CCN(CC2)CCCN2C(N(C3=C2C=CC=C3)C)=O)C=C1 (5-chloro-1-{1-[3-(1,3-dihydro-3-methyl-2-oxo-2H-benzimidazol-1-yl)propyl]-4-piperidinyl}-1,3-dihydro-2H-benzimidazol-2-one). The reactants are COc1cccc2c1CC1C(CCN1Cc1ccccc1)C2, CO, [H][H]. Yields the product COc1cccc2c1CC1NCCC1C2. Reaction SMILES: [CH2:1]([c:2]1[cH:3][cH:4][cH:5][cH:6][cH:7]1)[N:8]1[CH2:9][CH2:10][CH:11]2[CH2:12][c:13]3[c:14]([c:17]([O:21][CH3:22])[cH:18][cH:19][cH:20]3)[CH2:15][CH:16]12.[CH3:25][OH:26].[H:23][H:24]>>[NH:8]1[CH2:9][CH2:10][CH:11]2[CH2:12][c:13]3[c:14]([c:17]([O:21][CH3:22])[cH:18][cH:19][cH:20]3)[CH2:15][CH:16]12.